From a dataset of the Open Reaction Database (ORD), a public repository of structured organic reaction records. describe an organic reaction: reactants, conditions, products, and yield Reactants: O=C([O-])[O-], COC(=O)c1cc(Cl)ccc1OCC(=O)N1CC(C)N(Cc2ccc(F)cc2)CC1C, CCC(C)=O, [I-], [K+], [K+], [K+], O=[N+]([O-])c1cc(Cl)ccc1O, O. Product: CC1CN(C(=O)COc2ccc(Cl)cc2[N+](=O)[O-])C(C)CN1Cc1ccc(F)cc1. As a reaction SMILES: [C:43](=[O:44])([O-:45])[O-:46].[CH3:1][O:2][C:3]([c:4]1[c:5]([O:11][CH2:12][C:13](=[O:14])[N:15]2[CH:16]([CH3:30])[CH2:17][N:18]([CH2:22][c:23]3[cH:24][cH:25][c:26]([F:29])[cH:27][cH:28]3)[CH:19]([CH3:21])[CH2:20]2)[cH:6][cH:7][c:8]([Cl:10])[cH:9]1)=[O:31].[CH3:51][C:52](=[O:53])[CH2:54][CH3:55].[I-:50].[K+:47].[K+:48].[K+:49].[N+:32](=[O:33])([O-:34])[c:35]1[cH:36][c:37]([Cl:38])[cH:39][cH:40][c:41]1[OH:42].[OH2:56]>>[c:4]1([N+:32](=[O:33])[O-:34])[c:5]([O:11][CH2:12][C:13](=[O:14])[N:15]2[CH:16]([CH3:30])[CH2:17][N:18]([CH2:22][c:23]3[cH:24][cH:25][c:26]([F:29])[cH:27][cH:28]3)[CH:19]([CH3:21])[CH2:20]2)[cH:6][cH:7][c:8]([Cl:10])[cH:9]1. The reactants are C(C)(=O)OCC1=C(N2C([C@H]([C@H]2SC1)NC(=S)N)=O)C(=O)OC(C1=CC=CC=C1)C1=CC=CC=C1 ((6R-trans)-3-[(acetyloxy)methyl]-7-[(aminothioxomethyl)amino]-8-oxo-5-thia-1-azabicyclo[4.2.0]oct-2-ene-2-carboxylic acid, diphenylmethyl ester), BrCC(C(=O)O[Si](C)(C)C)=O (3-bromo-2-oxopropanoic acid, trimethylsilyl ester), C([O-])([O-])=O.[K+].[K+] (potassium carbonate). Solvent: C(C)#N (acetonitrile). The product is C(C)(=O)OCC1=C(N2C([C@H]([C@H]2SC1)NC=1SC=C(N1)C(=O)O)=O)C(=O)OC(C1=CC=CC=C1)C1=CC=CC=C1 ((6R-trans)-3-[(Acetyloxy)methyl]-7-[(4-carboxy-2-thiazolyl)amino]-8-oxo-5-thia-1-azabicyclo[4.2.0]oct-2-ene-2-carboxylic acid, diphenylmethyl ester). Yield: 92.5%. RXN SMILES: [C:1]([O:4][CH2:5][C:6]1[CH2:13][S:12][C@H:11]2[N:8]([C:9](=[O:18])[C@H:10]2[NH:14][C:15]([NH2:17])=[S:16])[C:7]=1[C:19]([O:21][CH:22]([C:29]1[CH:34]=[CH:33][CH:32]=[CH:31][CH:30]=1)[C:23]1[CH:28]=[CH:27][CH:26]=[CH:25][CH:24]=1)=[O:20])(=[O:3])[CH3:2].Br[CH2:36][C:37](=O)[C:38]([O:40][Si](C)(C)C)=[O:39].C(=O)([O-])[O-].[K+].[K+]>C(#N)C>[C:1]([O:4][CH2:5][C:6]1[CH2:13][S:12][C@H:11]2[N:8]([C:9](=[O:18])[C@H:10]2[NH:14][C:15]2[S:16][CH:36]=[C:37]([C:38]([OH:40])=[O:39])[N:17]=2)[C:7]=1[C:19]([O:21][CH:22]([C:29]1[CH:34]=[CH:33][CH:32]=[CH:31][CH:30]=1)[C:23]1[CH:24]=[CH:25][CH:26]=[CH:27][CH:28]=1)=[O:20])(=[O:3])[CH3:2] |f:2.3.4|. Reported procedure: A mixture of 770 mg of (6R-trans)-3-[(acetyloxy)methyl]-7-[(aminothioxomethyl)amino]-8-oxo-5-thia-1-azabicyclo[4.2.0]oct-2-ene-2-carboxylic acid, diphenylmethyl ester, 425 mg of 3-bromo-2-oxopropanoic acid, trimethylsilyl ester, 110 mg of potassium carbonate and 15 ml of acetonitrile was reacted as described in Example 1, giving 810 mg of the desired compound. Reactants: CC(C)(C)OC(=O)N1CCC(CNc2cc(Br)ncc2[N+](=O)[O-])CC1, CC(C)(C)[O-], Cc1ccccc1, N#Cc1cnc(N)cn1, [Na+], CN(C)C=O. The product is CC(C)(C)OC(=O)N1CCC(CNc2cc(Nc3cnc(C#N)cn3)ncc2[N+](=O)[O-])CC1. As a reaction SMILES: [Br:16][c:17]1[n:18][cH:19][c:20]([N+:38](=[O:39])[O-:40])[c:21]([NH:23][CH2:24][CH:25]2[CH2:26][CH2:27][N:28]([C:31](=[O:32])[O:33][C:34]([CH3:35])([CH3:36])[CH3:37])[CH2:29][CH2:30]2)[cH:22]1.[CH3:10][C:11]([CH3:12])([O-:13])[CH3:14].[CH3:46][c:47]1[cH:48][cH:49][cH:50][cH:51][cH:52]1.[NH2:1][c:2]1[n:3][cH:4][c:5]([C:8]#[N:9])[n:6][cH:7]1.[Na+:15].[O:41]=[CH:42][N:43]([CH3:44])[CH3:45]>>[NH:1]([c:2]1[n:3][cH:4][c:5]([C:8]#[N:9])[n:6][cH:7]1)[c:17]1[n:18][cH:19][c:20]([N+:38](=[O:39])[O-:40])[c:21]([NH:23][CH2:24][CH:25]2[CH2:26][CH2:27][N:28]([C:31](=[O:32])[O:33][C:34]([CH3:35])([CH3:36])[CH3:37])[CH2:29][CH2:30]2)[cH:22]1. Starting materials: CC(C)(C)OC(=O)N1CCC2(CC1)CN(C1CCc3cc(-c4ccc(C#N)nc4)ccc31)C2, CCO, NC(N)=O, [Na+], [OH-], O, OO. The product is CC(C)(C)OC(=O)N1CCC2(CC1)CN(C1CCc3cc(-c4ccc(C(N)=O)nc4)ccc31)C2. As a reaction SMILES: [C:10]([CH3:11])([CH3:12])([CH3:13])[O:14][C:15](=[O:16])[N:17]1[CH2:18][CH2:19][C:20]2([CH2:21][N:22]([CH:24]3[CH2:25][CH2:26][c:27]4[cH:28][c:29](-[c:33]5[cH:34][n:35][c:36]([C:39]#[N:40])[cH:37][cH:38]5)[cH:30][cH:31][c:32]43)[CH2:23]2)[CH2:41][CH2:42]1.[CH3:43][CH2:44][OH:45].[NH2:4][C:5](=[O:6])[NH2:7].[Na+:9].[OH-:8].[OH2:1].[OH:2][OH:3]>>[C:5](=[O:6])([NH2:7])[c:36]1[n:35][cH:34][c:33](-[c:29]2[cH:28][c:27]3[c:32]([cH:31][cH:30]2)[CH:24]([N:22]2[CH2:21][C:20]4([CH2:19][CH2:18][N:17]([C:15]([O:14][C:10]([CH3:11])([CH3:12])[CH3:13])=[O:16])[CH2:42][CH2:41]4)[CH2:23]2)[CH2:25][CH2:26]3)[cH:38][cH:37]1. The reactants are O.Cl.N1CCC(CC1)=O (4-piperidone hydrochloride monohydrate), CO[NH3+].[Cl-] (o-methylhydroxylamine hydrochloride). The solvent is N1=CC=CC=C1 (pyridine). Conditions: time 8 hour. The product is CON=C1CCNCC1 (4-Methoxyiminopiperidine). Isolated yield 89.7%. Reaction SMILES: O.Cl.[NH:3]1[CH2:8][CH2:7][C:6](=O)[CH2:5][CH2:4]1.[CH3:10][O:11][NH3+:12].[Cl-]>N1C=CC=CC=1>[CH3:10][O:11][N:12]=[C:6]1[CH2:7][CH2:8][NH:3][CH2:4][CH2:5]1 |f:0.1.2,3.4|. Procedure details: 53 ml of anhydrous pyridine were added to a mixture of 3.34 g of 4-piperidone hydrochloride monohydrate and 2.0 g of o-methylhydroxylamine hydrochloride, and the mixture was kept stirred overnight at room temperature. After completion of the reaction, the solvent was distilled off, and the crystalline residue was washed with ethyl acetate and collected by filtration. The crystals were washed with saturated aqueous sodium bicarbonate solution until basic and then extracted with chloroform. The ch...